From a dataset of the Open Reaction Database (ORD), a public repository of structured organic reaction records. describe an organic reaction: reactants, conditions, products, and yield The reactants are OCC(CO)(CO)CO (pentaerythritol), C1(CCC(=O)O1)=O (succinic anhydride), C(C)(=O)OCC (ethyl acetate), CC(=O)C (acetone). Run at time 1 hour. Yields the product C(=O)(O)C#CC(=O)OCC(COC(C#CC(=O)O)=O)(COC(C#CC(=O)O)=O)COC(C#CC(=O)O)=O (Pentaerythritol Tetra(3-carboxypropiolate)). As a reaction SMILES: [OH:1][CH2:2][C:3]([CH2:8][OH:9])([CH2:6][OH:7])[CH2:4][OH:5].[C:10]1(=[O:16])[O:15][C:13](=[O:14])[CH2:12][CH2:11]1.[C:17]([O:20]CC)(=[O:19])[CH3:18].C[C:24]([CH3:26])=[O:25]>>[C:17]([C:18]#[C:12][C:13]([O:1][CH2:2][C:3]([CH2:8][O:9][C:24](=[O:25])[C:26]#[C:18][C:17]([OH:20])=[O:19])([CH2:6][O:7][C:10](=[O:15])[C:11]#[C:18][C:17]([OH:20])=[O:19])[CH2:4][O:5][C:13](=[O:14])[C:12]#[C:11][C:10]([OH:15])=[O:16])=[O:14])([OH:20])=[O:19]. Procedure: 34.0 g (0.25 mol) of pentaerythritol and 120.1 g (1.2 mol) of succinic anhydride were heated at 150° C. and stirred for 1 hour. This was cooled to room temperature, and 250 mL of ethyl acetate and 250 mL of acetone were added thereto, and left as such for 3 days. The precipitated crystal was taken out through reduced pressure filtration, and washed with a mixed solvent of equal parts of ethyl acetate and acetone to give 98.6 g of a white crystal. The product is COc1ccc2c(OC3CC4C(=O)NC5(C(=O)NS(=O)(=O)C6CC6)CC5C=CCCCCCNC(=O)N4C3)nccc2c1Br. Reaction SMILES: [Br:1][c:2]1[c:3]2[cH:4][cH:5][n:6][c:7]([O:14][CH:15]3[CH2:16][N:17]4[C:18](=[O:38])[NH:19][CH2:20][CH2:21][CH2:22][CH2:23][CH2:24][CH:25]=[CH:26][CH:27]5[CH2:28][C:29]5([C:35](=[O:36])[OH:37])[NH:30][C:31](=[O:34])[CH:32]4[CH2:33]3)[c:8]2[cH:9][cH:10][c:11]1[O:12][CH3:13].[CH:39]1([c:40]2[n:41][c:42](-[c:43]3[n:44][c:45]([O:46][CH:47]4[CH2:48][CH:49]5[CH:50]([C:51](=[O:52])[N:53]([CH3:54])[CH2:55][CH2:56][CH2:57][CH2:58][CH:59]=[CH:60][CH:61]6[C:62]([C:63](=[O:64])[NH:81][S:82](=[O:83])(=[O:84])[CH:85]7[CH2:86][CH2:87]7)([NH:65][C:66]5=[O:67])[CH2:68]6)[CH2:69]4)[c:70]4[c:71]([cH:72]3)[cH:73][c:74]([O:75][CH3:76])[cH:77][cH:78]4)[s:79][cH:80]2)[CH2:88][CH2:89]1>>[Br:1][c:2]1[c:3]2[cH:4][cH:5][n:6][c:7]([O:14][CH:15]3[CH2:16][N:17]4[C:18](=[O:38])[NH:19][CH2:20][CH2:21][CH2:22][CH2:23][CH2:24][CH:25]=[CH:26][CH:27]5[CH2:28][C:29]5([C:35](=[O:36])[NH:81][S:82](=[O:83])(=[O:84])[CH:85]5[CH2:86][CH2:87]5)[NH:30][C:31](=[O:34])[CH:32]4[CH2:33]3)[c:8]2[cH:9][cH:10][c:11]1[O:12][CH3:13]. The reactants are COc1ccc2c(OC3CC4C(=O)NC5(C(=O)O)CC5C=CCCCCCNC(=O)N4C3)nccc2c1Br, COc1ccc2c(OC3CC4C(=O)NC5(C(=O)NS(=O)(=O)C6CC6)CC5C=CCCCCN(C)C(=O)C4C3)nc(-c3nc(C4CC4)cs3)cc2c1.